This data is from the Open Reaction Database (ORD), a public repository of structured organic reaction records. The task is: describe an organic reaction: reactants, conditions, products, and yield The reactants are O1CCCC2=CC(=CC=C12)C1=C2C(=NC(=C1C(C(=O)OC)O)C)N(C=C2)CC2=CC(=C(C=C2)F)F (methyl 2-(4-(chroman-6-yl)-1-(3,4-difluorobenzyl)-6-methyl-1H-pyrrolo[2,3-b]pyridin-5-yl)-2-hydroxyacetate), Cl(=O)(=O)(=O)O (perchloric acid). Run in C(C)(=O)OC(C)(C)C (t-Butyl acetate). Run at time 40 minute. Yields the product C(C)(C)(C)OC(C(=O)OC)C=1C(=C2C(=NC1C)N(C=C2)CC2=CC(=C(C=C2)F)F)C=2C=C1CCCOC1=CC2 (methyl 2-(tert-butoxy)-2-(4-(chroman-6-yl)-1-(3,4-difluorobenzyl)-6-methyl-1H-pyrrolo[2,3-b]pyridin-5-yl)acetate). As a reaction SMILES: [O:1]1[C:10]2[C:5](=[CH:6][C:7]([C:11]3[C:16]([CH:17]([OH:22])[C:18]([O:20][CH3:21])=[O:19])=[C:15]([CH3:23])[N:14]=[C:13]4[N:24]([CH2:27][C:28]5[CH:33]=[CH:32][C:31]([F:34])=[C:30]([F:35])[CH:29]=5)[CH:25]=[CH:26][C:12]=34)=[CH:8][CH:9]=2)[CH2:4][CH2:3][CH2:2]1.Cl(O)(=O)(=O)=O>C(OC(C)(C)C)(=O)C>[C:5]([O:22][CH:17]([C:16]1[C:11]([C:7]2[CH:6]=[C:5]3[C:10](=[CH:9][CH:8]=2)[O:1][CH2:2][CH2:3][CH2:4]3)=[C:12]2[CH:26]=[CH:25][N:24]([CH2:27][C:28]3[CH:33]=[CH:32][C:31]([F:34])=[C:30]([F:35])[CH:29]=3)[C:13]2=[N:14][C:15]=1[CH3:23])[C:18]([O:20][CH3:21])=[O:19])([CH3:10])([CH3:6])[CH3:4]. Procedure: A mixture of methyl 2-(4-(chroman-6-yl)-1-(3,4-difluorobenzyl)-6-methyl-1H-pyrrolo[2,3-b]pyridin-5-yl)-2-hydroxyacetate (784 mg, 1.638 mmol) in t-Butyl acetate (36 mL) was treated with perchloric acid (0.394 mL, 6.55 mmol) and then stirred at ambient temperature for 40 minutes. The mixture was quenched by adding 15% NaOH and then stirred for 10 minutes. The mixture was extracted with ethyl acetate. The combined extracts were washed with brine, dried over sodium sulfate, filtered and concentrated... Reagents/catalysts: [O-2].[O-2].[O-2].[Ni+3].[Ni+3] (nickel peroxide). Procedure: To a solution containing 65 mg (0.20 mmol) of 1d in 5 mL of benzene was added 56 mg (0.61 mmol) of nickel peroxide. The reaction was stirred at reflux for 18 h. The reaction mixture was filtered through a silica gel plug and washed with three 25-mL portions of benzene, followed by two 25-mL portions of ethyl acetate. The combined organic layer was washed with brine, dried over anhydrous MgSO4, filtered, and concentrated under diminished pressure. The residue was purified via flash chromatography... Reaction SMILES: [C:1]([O:4][C:5]1[C:6]([CH3:23])=[C:7]2[CH2:21][CH2:20][N:19]([CH3:22])[C:8]2=[N:9][C:10]=1[CH2:11][CH2:12][CH2:13][CH2:14][CH2:15][CH2:16][CH2:17][CH3:18])(=[O:3])[CH3:2]>C1C=CC=CC=1.[O-2].[O-2].[O-2].[Ni+3].[Ni+3]>[C:1]([O:4][C:5]1[C:6]([CH3:23])=[C:7]2[CH:21]=[CH:20][N:19]([CH3:22])[C:8]2=[N:9][C:10]=1[CH2:11][CH2:12][CH2:13][CH2:14][CH2:15][CH2:16][CH2:17][CH3:18])(=[O:3])[CH3:2] |f:2.3.4.5.6|. Run in C1=CC=CC=C1 (benzene). Starting materials: C(C)(=O)OC=1C(=C2C(=NC1CCCCCCCC)N(CC2)C)C (1,4-Dimethyl-6-octyl-2,3-dihydro-1H-pyrrolo[2,3-b]pyridin-5-yl acetate). Yields the product C(C)(=O)OC=1C(=C2C(=NC1CCCCCCCC)N(C=C2)C)C (1,4-Dimethyl-6-octyl-1H-pyrrolo[2,3-b]pyridin-5-yl acetate).